From a dataset of the Open Reaction Database (ORD), a public repository of structured organic reaction records. describe an organic reaction: reactants, conditions, products, and yield Reactants: S(=O)(=O)([O-])[O-].[Mg+2] (magnesium sulfate), Cl.C(C)(C)NN (isopropylhydrazine hydrochloride), C(=O)(OC(C)(C)C)NN (Boc-hydrazine). The solvent is CC(=O)C (acetone). The product is Boc-hydrazone, CC(C)=NNC(=O)OC(C)(C)C (tert-butyl 2-(propan-2-ylidene)hydrazinecarboxylate). As a reaction SMILES: Cl.[CH:2]([NH:5][NH2:6])([CH3:4])[CH3:3].[C:7](NN)([O:9][C:10]([CH3:13])([CH3:12])[CH3:11])=[O:8].S([O-])([O-])(=O)=O.[Mg+2]>CC(C)=O>[CH3:3][C:2](=[N:5][NH:6][C:7]([O:9][C:10]([CH3:13])([CH3:12])[CH3:11])=[O:8])[CH3:4] |f:0.1,3.4|. Procedure: Scheme 1 shows the synthesis of intermediate isopropylhydrazine hydrochloride 4 from Boc-hydrazine 1. Condensation of 1 with acetone and magnesium sulfate gave Boc-hydrazone, tert-butyl 2-(propan-2-ylidene)hydrazinecarboxylate 2 (Example 1). Palladium-catalyzed hydrogenation of 2 in acetic acid and methanol gave Boc-isopropyl-hydrazine 3 (Example 2) which was treated in situ with hydrogen chloride gas to give 4 (Example 3). The reactants are O=CO, Nc1nc2ncc(CNc3ccc(C(=O)NC(CCC(=O)O)C(=O)O)cc3)nc2c(=O)[nH]1. Product: Nc1nc2ncc(CN(C=O)c3ccc(C(=O)NC(CCC(=O)O)C(=O)O)cc3)nc2c(=O)[nH]1. Reaction SMILES: [CH:33](=[O:34])[OH:35].[NH2:1][c:2]1[n:3][c:4]2[n:5][cH:6][c:7]([CH2:8][NH:9][c:10]3[cH:11][cH:12][c:13]([C:16](=[O:17])[NH:18][CH:19]([CH2:20][CH2:21][C:22]([OH:23])=[O:24])[C:25]([OH:26])=[O:27])[cH:14][cH:15]3)[n:28][c:29]2[c:30](=[O:31])[nH:32]1>>[NH2:1][c:2]1[n:3][c:4]2[n:5][cH:6][c:7]([CH2:8][N:9]([c:10]3[cH:11][cH:12][c:13]([C:16](=[O:17])[NH:18][CH:19]([CH2:20][CH2:21][C:22]([OH:23])=[O:24])[C:25]([OH:26])=[O:27])[cH:14][cH:15]3)[CH:33]=[O:34])[n:28][c:29]2[c:30](=[O:31])[nH:32]1.